Dataset: the Open Reaction Database (ORD), a public repository of structured organic reaction records. Task: describe an organic reaction: reactants, conditions, products, and yield RXN SMILES: [CH2:30]1[O:31][CH2:32][CH2:33][CH2:34]1.[Cl:19][C:20](=[O:21])[O:22][c:23]1[cH:24][cH:25][cH:26][cH:27][cH:28]1.[NH2:1][c:2]1[cH:3][cH:4][cH:5][c:6]2[c:11]1[CH2:10][CH:9]([OH:12])[CH2:8][CH2:7]2.[OH2:29].[cH:13]1[cH:14][cH:15][n:16][cH:17][cH:18]1>>[NH:1]([c:2]1[cH:3][cH:4][cH:5][c:6]2[c:11]1[CH2:10][CH:9]([OH:12])[CH2:8][CH2:7]2)[C:20](=[O:21])[O:22][c:23]1[cH:24][cH:25][cH:26][cH:27][cH:28]1. Product: O=C(Nc1cccc2c1CC(O)CC2)Oc1ccccc1. Starting materials: C1CCOC1, O=C(Cl)Oc1ccccc1, Nc1cccc2c1CC(O)CC2, O, c1ccncc1. Starting materials: [Cl-].C(C)[Al+]CC (diethlaluminum chloride), BrCC(=O)OC(C)(C)C (t-butyl bromoacetate), 2-(8-phenyloctyl)benzylaldehyde, C(CCCCCCCCCCC)C1=C(C=CC=C1)C(C(=O)O)SC1=NN=NN1CCCC(=O)O (2-(2-Dodecylphenyl)-2-[[1-(3-carboxypropyl)-5-tetrazolyl]thio]acetic acid), O1CCCC1 (tetrahydrofuran), O1CCCC1 (tetrahydrofuran). Reagents/catalysts: [Zn] (zinc), [Cu]Br (copper (I) bromide). The solvent is CCCCCC (hexane). Run at temperature -20 celsius, time 8 hour. Product: OC(CC(=O)OC(C)(C)C)C1=C(C=CC=C1)CCCCCCCCC1=CC=CC=C1 (t-Butyl 3-hydroxy-3-[2-(8-phenyloctyl)phenyl]propionate). Reaction SMILES: [Cl-].C([Al+][CH2:5][CH3:6])C.Br[CH2:8][C:9]([O:11][C:12]([CH3:15])([CH3:14])[CH3:13])=[O:10].[CH2:16]([C:28]1[CH:33]=[CH:32][CH:31]=[CH:30][C:29]=1[CH:34](SC1N(CCCC(O)=O)N=NN=1)C(O)=O)[CH2:17][CH2:18][CH2:19][CH2:20][CH2:21][CH2:22][CH2:23][CH2:24][CH2:25][CH2:26][CH3:27].[O:50]1CCCC1>CCCCCC.[Zn].[Cu]Br>[OH:50][CH:34]([C:29]1[CH:30]=[CH:31][CH:32]=[CH:33][C:28]=1[CH2:16][CH2:17][CH2:18][CH2:19][CH2:20][CH2:21][CH2:22][CH2:23][C:24]1[CH:25]=[CH:26][CH:27]=[CH:6][CH:5]=1)[CH2:8][C:9]([O:11][C:12]([CH3:15])([CH3:14])[CH3:13])=[O:10] |f:0.1|. Reported procedure: A solution of diethlaluminum chloride (0.0082 moles, 8.2 ml) in hexane was added to a slurry of zinc dust (0.0111 mol: 0.7248 g) and a catalytic amount of copper (I) bromide (0.004 mol; 0.0585 g) in anhydrous tetrahydrofuran (40 ml) while stirring under argon at 20° C. the resulting mixture was then cooled to -20° C. in an ice-methanol bath. A solution of t-butyl bromoacetate (0.0082 mol; 1.32 ml) and 2-(8-phenyloctyl)benzylaldehyde of Example 5(a) or (b) (0.0082 moles; 2.3969 g) in anhydrous te... Reactants: O=C([O-])[O-], C=C(CCl)OCOC, CN1C(=O)NC(=O)C1(C)C, [K+], [K+], CN(C)C=O. Yields the product C=C(CN1C(=O)N(C)C(C)(C)C1=O)OCOC. As a reaction SMILES: [C:11](=[O:12])([O-:13])[O-:14].[CH3:17][O:18][CH2:19][O:20][C:21]([CH2:22][Cl:23])=[CH2:24].[CH3:1][N:2]1[C:3](=[O:4])[NH:5][C:6](=[O:7])[C:8]1([CH3:9])[CH3:10].[K+:15].[K+:16].[O:25]=[CH:26][N:27]([CH3:28])[CH3:29]>>[CH3:1][N:2]1[C:3](=[O:4])[N:5]([CH2:24][C:21]([O:20][CH2:19][O:18][CH3:17])=[CH2:22])[C:6](=[O:7])[C:8]1([CH3:9])[CH3:10]. The reactants are pyridinium bromide perbromide, CC=1NC(=C(C(C1C(=O)OC)C1=CC(=CC=C1)Br)C(=O)OC)C (dimethyl 2,6-dimethyl-4-(3-bromophenyl)-1,4-dihydropyridine-3,5-dicarboxylate), N1=CC=CC=C1 (pyridine). Solvent: C(Cl)(Cl)Cl (chloroform), C(Cl)(Cl)Cl (chloroform). Run at temperature 0 celsius, time 30 minute. The product is CC1=C(C(C2=C(N1)COC2=O)C2=CC(=CC=C2)Br)C(=O)OC (methyl 2-methyl-4-(3-bromophenyl)-5-oxo-1,4,5,7-tetrahydrofuro[3,4-b]pyridine-3-carboxylate). Reaction SMILES: C1C=C[NH+]=CC=1.Br[Br-]Br.[CH3:10][C:11]1[NH:12][C:13]([CH3:32])=[C:14]([C:28]([O:30]C)=[O:29])[CH:15]([C:21]2[CH:26]=[CH:25][CH:24]=[C:23]([Br:27])[CH:22]=2)[C:16]=1[C:17]([O:19][CH3:20])=[O:18].N1C=CC=CC=1>C(Cl)(Cl)Cl>[CH3:10][C:11]1[NH:12][C:13]2[CH2:32][O:30][C:28](=[O:29])[C:14]=2[CH:15]([C:21]2[CH:26]=[CH:25][CH:24]=[C:23]([Br:27])[CH:22]=2)[C:16]=1[C:17]([O:19][CH3:20])=[O:18] |f:0.1|. Procedure: In a similar manner, 2.02 grams (2.52 grams of 80 percent; 6.31 millimoles) of pyridinium bromide perbromide was added in a single portion to a solution of 2 grams (5.26 millimoles) of dimethyl 2,6-dimethyl-4-(3-bromophenyl)-1,4-dihydropyridine-3,5-dicarboxylate and 0.79 gram (10.0 millimoles) of pyridine in 40 milliliters of chloroform (distilled from P2O5) which had been cooled to 0° C. The resulting mixture was stirred at this temperature for 30 minutes and then heated at reflux temperature f... Starting materials: FC1=CC=C(COC2=CC(NC=C2)=O)C=C1 (4-((4-fluorobenzyl)oxy)pyridin-2(1H)-one), BrC=1C=CC2=C(N(C(=N2)C2CC2)CC)C1 (6-bromo-2-cyclopropyl-1-ethyl-1H-benzimidazole), CNCCNC (N,N′-dimethylethylenediamine), C([O-])([O-])=O.[K+].[K+] (potassium carbonate). Reagents/catalysts: [Cu](I)I (copper iodide). Yields the product C1(CC1)C1=NC2=C(N1CC)C=C(C=C2)N2C(C=C(C=C2)OCC2=CC=C(C=C2)F)=O (1-(2-Cyclopropyl-1-ethyl-1H-benzimidazol-6-yl)-4-((4-fluorobenzyl)oxy)pyridin-2(1H)-one). Solvent: CS(=O)C (DMSO). Reaction SMILES: [F:1][C:2]1[CH:16]=[CH:15][C:5]([CH2:6][O:7][C:8]2[CH:13]=[CH:12][NH:11][C:10](=[O:14])[CH:9]=2)=[CH:4][CH:3]=1.Br[C:18]1[CH:19]=[CH:20][C:21]2[N:25]=[C:24]([CH:26]3[CH2:28][CH2:27]3)[N:23]([CH2:29][CH3:30])[C:22]=2[CH:31]=1.CNCCNC.C(=O)([O-])[O-].[K+].[K+]>[Cu](I)I.CS(C)=O>[CH:26]1([C:24]2[N:23]([CH2:29][CH3:30])[C:22]3[CH:31]=[C:18]([N:11]4[CH:12]=[CH:13][C:8]([O:7][CH2:6][C:5]5[CH:15]=[CH:16][C:2]([F:1])=[CH:3][CH:4]=5)=[CH:9][C:10]4=[O:14])[CH:19]=[CH:20][C:21]=3[N:25]=2)[CH2:28][CH2:27]1 |f:3.4.5|. Procedure details: The mixture of 4-((4-fluorobenzyl)oxy)pyridin-2(1H)-one (100 mg), 6-bromo-2-cyclopropyl-1-ethyl-1H-benzimidazole (133 mg), copper iodide (87 mg), N,N′-dimethylethylenediamine (0.051 ml), potassium carbonate (158 mg) and DMSO (2.5 ml) was heated 120° C. for 1 h under microwave irradiation. The mixture was quenched with 28% NH3 solution at room temperature and extracted with EtOAc and THF. The organic layer was separated, washed with water and brine, dried over MgSO4 and concentrated in vacuo. The... Yield: 61.4%. Reaction conditions: temperature 120 celsius.